This data is from the Open Reaction Database (ORD), a public repository of structured organic reaction records. The task is: describe an organic reaction: reactants, conditions, products, and yield Starting materials: ClC1=C(C(=CC(=C1)C(F)(F)F)Cl)N1N=C(C(=C1OCC)SC(F)(F)F)C#N (1-(2,6-dichloro-4-trifluoromethylpheny)-5-ethoxy-4-trifluoromethylthio-1 H-pyrazole-3-carbonitrile), S(O)(O)(=O)=O (sulfuric acid), ice water. Run at temperature 100 celsius. The product is ClC1=C(C(=CC(=C1)C(F)(F)F)Cl)N1N=C(C(=C1OCC)SC(F)(F)F)C(=O)N (1-(2,6-Dichloro-4-trifluoromethylphenyl)-5-ethoxy-4-trifluoromethylthio-1H-pyrazole-3-carboxylic acid amide). Yield: 73.0%. As a reaction SMILES: [Cl:1][C:2]1[CH:7]=[C:6]([C:8]([F:11])([F:10])[F:9])[CH:5]=[C:4]([Cl:12])[C:3]=1[N:13]1[C:17]([O:18][CH2:19][CH3:20])=[C:16]([S:21][C:22]([F:25])([F:24])[F:23])[C:15]([C:26]#[N:27])=[N:14]1.S(=O)(=O)(O)[OH:29]>>[Cl:1][C:2]1[CH:7]=[C:6]([C:8]([F:11])([F:10])[F:9])[CH:5]=[C:4]([Cl:12])[C:3]=1[N:13]1[C:17]([O:18][CH2:19][CH3:20])=[C:16]([S:21][C:22]([F:25])([F:23])[F:24])[C:15]([C:26]([NH2:27])=[O:29])=[N:14]1. Procedure details: A stirred mixture of 1-(2,6-dichloro-4-trifluoromethylpheny)-5-ethoxy-4-trifluoromethylthio-1 H-pyrazole-3-carbonitrile (0.55 g, 1.22 mmol) and concentrated sulfuric acid (0.55 ml) was heated at 100° C. for 3 hours. The cooled mixture was added to ice water and the precipitate filtered off, washed with water and air-dried. The crude product was dissolved in heptanes/ethyl acetate (1:1) and filtered. The filtrate was evaporated to give the title compound (0.42 g, yield 73%) as yellowish crystals,... The reactants are CCCCCCCCC=CCCCCCCCCCCCC(=O)O, CCO, [Na], O=C(O)Cc1ccccc1Nc1c(Cl)cccc1Cl. Yields the product O=C(O)Cc1ccccc1Nc1c(Cl)cccc1Cl. Reaction SMILES: [CH3:1][CH2:2][CH2:3][CH2:4][CH2:5][CH2:6][CH2:7][CH2:8][CH:9]=[CH:10][CH2:11][CH2:12][CH2:13][CH2:14][CH2:15][CH2:16][CH2:17][CH2:18][CH2:19][CH2:20][CH2:21][C:22](=[O:23])[OH:24].[CH3:45][CH2:46][OH:47].[Na:25].[OH:26][C:27](=[O:28])[CH2:29][c:30]1[cH:31][cH:32][cH:33][cH:34][c:35]1[NH:36][c:37]1[c:38]([Cl:39])[cH:40][cH:41][cH:42][c:43]1[Cl:44]>>[O:26]=[C:27]([OH:28])[CH2:29][c:30]1[cH:31][cH:32][cH:33][cH:34][c:35]1[NH:36][c:37]1[c:38]([Cl:39])[cH:40][cH:41][cH:42][c:43]1[Cl:44]. Yields the product NCCCNC(C1=CC=C(C=C1)C1=CN=C2N1C=C(C=C2)C=2C(=NNC2)C2=CC=C(C=C2)F)=O (N1-(3-Aminopropyl)-4-{6-[3-(4-fluorophenyl)-1H-4-pyrazolyl]imidazo[1,2-a]pyridin-3-yl}benzamide). Reactants: NCCCNC(C1=CC=C(C=C1)C1=CN=C2N1C=C(C=C2)C=2C(=NN(C2)C(C2=CC=CC=C2)(C2=CC=CC=C2)C2=CC=CC=C2)C2=CC=C(C=C2)F)=O (N1-(3-aminopropyl)-4-{6-[3-(4-fluorophenyl)-1-trityl-1H-4-pyrazolyl]imidazo[1,2-a]pyridin-3-yl}benzamide), O1CCCC1 (tetrahydrofuran), Cl (hydrochloric acid). Reported procedure: A solution of 50 mg N1-(3-aminopropyl)-4-{6-[3-(4-fluorophenyl)-1-trityl-1H-4-pyrazolyl]imidazo[1,2-a]pyridin-3-yl}benzamide obtained in Example 43 in a solvent mixture of 1.5 mL tetrahydrofuran, 1.5 mL methanol and 1.5 mL of 5 N hydrochloric acid was left at room temperature for 1 hour. The mixture was washed with ethyl acetate, and the aqueous layer was basified with 5N aqueous sodium hydroxide. Water was added thereto, and the formed solid was collected and recrystallized from ethanol/diethyl... Conditions: time 1 hour. RXN SMILES: [NH2:1][CH2:2][CH2:3][CH2:4][NH:5][C:6](=[O:53])[C:7]1[CH:12]=[CH:11][C:10]([C:13]2[N:17]3[CH:18]=[C:19]([C:22]4[C:23]([C:46]5[CH:51]=[CH:50][C:49]([F:52])=[CH:48][CH:47]=5)=[N:24][N:25](C(C5C=CC=CC=5)(C5C=CC=CC=5)C5C=CC=CC=5)[CH:26]=4)[CH:20]=[CH:21][C:16]3=[N:15][CH:14]=2)=[CH:9][CH:8]=1.O1CCCC1.Cl>CO>[NH2:1][CH2:2][CH2:3][CH2:4][NH:5][C:6](=[O:53])[C:7]1[CH:8]=[CH:9][C:10]([C:13]2[N:17]3[CH:18]=[C:19]([C:22]4[C:23]([C:46]5[CH:47]=[CH:48][C:49]([F:52])=[CH:50][CH:51]=5)=[N:24][NH:25][CH:26]=4)[CH:20]=[CH:21][C:16]3=[N:15][CH:14]=2)=[CH:11][CH:12]=1. Isolated yield 46.0%. Run in CO (methanol). Starting materials: FC=1C=C(C=CC1OC)NC1=NC(=NC2=CC=CC=C12)C ((3-fluoro-4-methoxy-phenyl)-(2-methyl-quinazolin-4-yl)-amine), CI (methyl iodide). The product is FC=1C=C(C=CC1OC)N(C)C1=NC(=NC2=CC=CC=C12)C ((3-Fluoro-4-methoxy-phenyl)-(2-methyl-quinazolin-4-yl)-methyl-amine). RXN SMILES: [F:1][C:2]1[CH:3]=[C:4]([NH:10][C:11]2[C:20]3[C:15](=[CH:16][CH:17]=[CH:18][CH:19]=3)[N:14]=[C:13]([CH3:21])[N:12]=2)[CH:5]=[CH:6][C:7]=1[O:8][CH3:9].[CH3:22]I>>[F:1][C:2]1[CH:3]=[C:4]([N:10]([C:11]2[C:20]3[C:15](=[CH:16][CH:17]=[CH:18][CH:19]=3)[N:14]=[C:13]([CH3:21])[N:12]=2)[CH3:22])[CH:5]=[CH:6][C:7]=1[O:8][CH3:9]. Procedure details: The title compound was prepared from (3-fluoro-4-methoxy-phenyl)-(2-methyl-quinazolin-4-yl)-amine (250 mg, 0.88 mmol) and methyl iodide (0.39 ml, 6.18 mmol) by a procedure similar to example 36. 1H NMR (CDCl3): 7.76 (d, J=8.4 Hz, 1H), 7.59-7.53 (m, 1H), 7.09-6.82 (m, 5H), 3.91 (s, 3H), 3.58 (s, 3H), 2.73 (s, 3H). The reactants are C[N+]1(CCOCC1)[O-] (N-methyl morpholine oxide), BrC=1C(N(C(=C(C1OCC1=C(C=C(C=C1)F)F)C=C)C)C1=C(C=CC=C1F)F)=O (3-bromo-4-[(2,4-difluorobenzyl)oxy]-1-(2,6-difluorophenyl)-6-methyl-5-vinylpyridin-2(1H)-one), O.CC(=O)C (water acetone), C(C)#N.O (acetonitrile water). The reagents and catalysts are [Os](=O)(=O)(=O)=O (osmium tetroxide). Conditions: time 1 hour. Product: BrC=1C(N(C(=C(C1OCC1=C(C=C(C=C1)F)F)C(CO)O)C)C1=C(C=CC=C1F)F)=O (3-bromo-4-[(2,4-difluorobenzyl)oxy]-1-(2,6-difluorophenyl)-5-(1,2-dihydroxyethyl)-6-methylpyridin-2(1H)-one). As a reaction SMILES: [Br:1][C:2]1[C:3](=[O:29])[N:4]([C:21]2[C:26]([F:27])=[CH:25][CH:24]=[CH:23][C:22]=2[F:28])[C:5]([CH3:20])=[C:6]([CH:18]=[CH2:19])[C:7]=1[O:8][CH2:9][C:10]1[CH:15]=[CH:14][C:13]([F:16])=[CH:12][C:11]=1[F:17].C[N+]1([O-])CCOCC1.C(#N)C.[OH2:41].[OH2:42].CC(C)=O>[Os](=O)(=O)(=O)=O>[Br:1][C:2]1[C:3](=[O:29])[N:4]([C:21]2[C:22]([F:28])=[CH:23][CH:24]=[CH:25][C:26]=2[F:27])[C:5]([CH3:20])=[C:6]([CH:18]([OH:42])[CH2:19][OH:41])[C:7]=1[O:8][CH2:9][C:10]1[CH:15]=[CH:14][C:13]([F:16])=[CH:12][C:11]=1[F:17] |f:2.3,4.5|. Procedure: To a room temperature solution of 3-bromo-4-[(2,4-difluorobenzyl)oxy]-1-(2,6-difluorophenyl)-6-methyl-5-vinylpyridin-2(1H)-one (0.970 g, 2.07 mmol) in water/acetone 1:3 (8.7 mL) was added, sequentially, osmium tetroxide (0.110 g, 0.433 mmol) and N-methyl morpholine oxide (1.32 g, 11.2 mmol). The resulting solution was stirred for one hour until complete consumption of starting material by LCMS analysis, and the reaction was concentrated in vacuo. The resulting dark residue was subjected to SiO2 ... As a reaction SMILES: [CH3:1][O:2][CH2:3][CH2:4][NH:5][C:6](=[O:7])[c:8]1[cH:9][c:10]2[c:11]([cH:12][n:13]1)[n:14][cH:15][n:16]2-[c:17]1[cH:18][c:19]([O:26][CH2:27][c:28]2[c:29]([C:34]([F:35])([F:36])[F:37])[cH:30][cH:31][cH:32][cH:33]2)[c:20]([C:22]([O:24][CH3:23])=[O:25])[s:21]1.[CH3:39][OH:40].[NH3:38]>>[CH3:1][O:2][CH2:3][CH2:4][NH:5][C:6](=[O:7])[c:8]1[cH:9][c:10]2[c:11]([cH:12][n:13]1)[n:14][cH:15][n:16]2-[c:17]1[cH:18][c:19]([O:26][CH2:27][c:28]2[c:29]([C:34]([F:35])([F:36])[F:37])[cH:30][cH:31][cH:32][cH:33]2)[c:20]([C:22](=[O:24])[NH2:38])[s:21]1. Yields the product COCCNC(=O)c1cc2c(cn1)ncn2-c1cc(OCc2ccccc2C(F)(F)F)c(C(N)=O)s1. Starting materials: COCCNC(=O)c1cc2c(cn1)ncn2-c1cc(OCc2ccccc2C(F)(F)F)c(C(=O)OC)s1, CO, N. Reactants: NC1=C(C=C(C(=CC(=O)O)C2=CC=C(C=C2)Br)C=C1Br)Br (4-amino-β-(4'-bromophenyl)-3,5-dibromo-cinnamic acid), ClC(=O)OCC (ethyl chloroformate), N1CCOCC1 (morpholine). Run in C(C)N(CC)CC (triethylamine). Product: NC1=C(C=C(C(=CC(=O)N2CCOCC2)C2=CC=C(C=C2)Br)C=C1Br)Br (4-Amino-β-(4-bromophenyl)-3,5-dibromo-cinnamic acid morpholide). RXN SMILES: [NH2:1][C:2]1[C:19]([Br:20])=[CH:18][C:5]([C:6]([C:11]2[CH:16]=[CH:15][C:14]([Br:17])=[CH:13][CH:12]=2)=[CH:7][C:8]([OH:10])=O)=[CH:4][C:3]=1[Br:21].ClC(OCC)=O.[NH:28]1[CH2:33][CH2:32][O:31][CH2:30][CH2:29]1>C(N(CC)CC)C>[NH2:1][C:2]1[C:3]([Br:21])=[CH:4][C:5]([C:6]([C:11]2[CH:16]=[CH:15][C:14]([Br:17])=[CH:13][CH:12]=2)=[CH:7][C:8]([N:28]2[CH2:33][CH2:32][O:31][CH2:30][CH2:29]2)=[O:10])=[CH:18][C:19]=1[Br:20]. Reported procedure: This compound was prepared from 4-amino-β-(4'-bromophenyl)-3,5-dibromo-cinnamic acid (isomer ratio A:B=1.5:1), ethyl chloroformate, triethylamine and morpholine analogous to Example 3.